From a dataset of the Open Reaction Database (ORD), a public repository of structured organic reaction records. describe an organic reaction: reactants, conditions, products, and yield Conditions: temperature 65 celsius, time 15 hour. Procedure details: To an ice-cold suspension of ethyl 3-methyl-4-oxo-2-{[3-(tetrahydro-2H-pyran-4-ylmethoxy)phenoxy]methyl}-1,4-dihydroquinoline-6-benzoate (158 mg) in ethanol (5.0 mL)-THF (3.0 mL) was added dropwise a 4M aqueous potassium hydroxide solution (0.18 mL), and the mixture was stirred at 65° C. for 15 hours. The reaction mixture was ice-cooled, and adjusted to a pH of 7 by adding 1M hydrochloric acid. The resulting solid was collected by filtration, washed with water, and dried to obtain 3-methyl-4-oxo... The reactants are [OH-].[K+] (potassium hydroxide), Cl (hydrochloric acid), ice, CC1=C(NC2=CC=C(C=C2C1=O)C1=CC=CC=C1C(=O)OCC)COC1=CC(=CC=C1)OCC1CCOCC1 (ethyl 3-methyl-4-oxo-2-{[3-(tetrahydro-2H-pyran-4-ylmethoxy)phenoxy]methyl}-1,4-dihydroquinoline-6-benzoate), C1CCOC1 (THF). Product: CC1=C(NC2=CC=C(C=C2C1=O)C1=CC=CC=C1C(=O)O)COC1=CC(=CC=C1)OCC1CCOCC1 (3-methyl-4-oxo-2-{[3-(tetrahydro-2H-pyran-4-ylmethoxy)phenoxy]methyl}-1,4-dihydroquinoline-6-benzoic acid). As a reaction SMILES: [CH3:1][C:2]1[C:11](=[O:12])[C:10]2[C:5](=[CH:6][CH:7]=[C:8]([C:13]3[C:18]([C:19]([O:21]CC)=[O:20])=[CH:17][CH:16]=[CH:15][CH:14]=3)[CH:9]=2)[NH:4][C:3]=1[CH2:24][O:25][C:26]1[CH:31]=[CH:30][CH:29]=[C:28]([O:32][CH2:33][CH:34]2[CH2:39][CH2:38][O:37][CH2:36][CH2:35]2)[CH:27]=1.C1COCC1.[OH-].[K+].Cl>C(O)C>[CH3:1][C:2]1[C:11](=[O:12])[C:10]2[C:5](=[CH:6][CH:7]=[C:8]([C:13]3[C:18]([C:19]([OH:21])=[O:20])=[CH:17][CH:16]=[CH:15][CH:14]=3)[CH:9]=2)[NH:4][C:3]=1[CH2:24][O:25][C:26]1[CH:31]=[CH:30][CH:29]=[C:28]([O:32][CH2:33][CH:34]2[CH2:35][CH2:36][O:37][CH2:38][CH2:39]2)[CH:27]=1 |f:2.3|. Solvent: C(C)O (ethanol). Isolated yield 68.9%. The reactants are solution, C(O)([O-])=O.[Na+] (sodium hydrogen carbonate), C(C)(C)(C)C=1C=C(C(=C(C1)NC(=O)C=1N(C2=C(C=CC=C2C1)CN1CCN(CC1)C(=O)[C@H]1N(CCC1)C)C)OC)CO[Si](C)(C)C ((S)-1-methyl-7-[4-(1-methyl-pyrrolidine-2-carbonyl)-piperazin-1-ylmethyl]-1H-indole-2-carboxylic acid-(5-tert-butyl-2-methoxy-3-trimethylsilanyloxymethyl-phenyl)-amide), Cl (hydrogen chloride). The solvent is ClCCl (dichloromethane), ClCCl (dichloromethane), C(C)(C)O (isopropanol). Run at time 30 minute. Yields the product C(C)(C)(C)C=1C=C(C(=C(C1)NC(=O)C=1N(C2=C(C=CC=C2C1)CN1CCN(CC1)C(=O)[C@H]1N(CCC1)C)C)OC)CO ((S)-1-methyl-7-[4-(1-methyl-pyrrolidine-2-carbonyl)-piperazin-1-ylmethyl]-1H-indole-2-carboxylic acid-(5-tert-butyl-3-hydroxymethyl-2-methoxy-phenyl)-amide). As a reaction SMILES: [C:1]([C:5]1[CH:6]=[C:7]([CH2:41][O:42][Si](C)(C)C)[C:8]([O:39][CH3:40])=[C:9]([NH:11][C:12]([C:14]2[N:15]([CH3:38])[C:16]3[C:21]([CH:22]=2)=[CH:20][CH:19]=[CH:18][C:17]=3[CH2:23][N:24]2[CH2:29][CH2:28][N:27]([C:30]([C@@H:32]3[CH2:36][CH2:35][CH2:34][N:33]3[CH3:37])=[O:31])[CH2:26][CH2:25]2)=[O:13])[CH:10]=1)([CH3:4])([CH3:3])[CH3:2].Cl.C(=O)([O-])O.[Na+]>ClCCl.C(O)(C)C>[C:1]([C:5]1[CH:6]=[C:7]([CH2:41][OH:42])[C:8]([O:39][CH3:40])=[C:9]([NH:11][C:12]([C:14]2[N:15]([CH3:38])[C:16]3[C:21]([CH:22]=2)=[CH:20][CH:19]=[CH:18][C:17]=3[CH2:23][N:24]2[CH2:29][CH2:28][N:27]([C:30]([C@@H:32]3[CH2:36][CH2:35][CH2:34][N:33]3[CH3:37])=[O:31])[CH2:26][CH2:25]2)=[O:13])[CH:10]=1)([CH3:4])([CH3:2])[CH3:3] |f:2.3|. Procedure details: 1.73 g (S)-1-methyl-7-[4-(1-methyl-pyrrolidine-2-carbonyl)-piperazin-1-ylmethyl]-1H-indole-2-carboxylic acid-(5-tert-butyl-2-methoxy-3-trimethylsilanyloxymethyl-phenyl)-amide are dissolved in 15 ml dichloromethane, combined with 5.34 ml of a 5 M solution of hydrogen chloride in isopropanol and stirred for 30 minutes at ambient temperature. The mixture is divided between dichloromethane and saturated aqueous sodium hydrogen carbonate solution, the aqueous phase is extracted twice with dichloromet... The reactants are Cc1ccc(S(=O)(=O)OC(CCS(N)(=O)=O)COCc2ccccc2)cc1, Cl, [K+], [K+], O=C([O-])[O-], CN(C)C=O, O. Product: O=S1(=O)CCC(COCc2ccccc2)N1. RXN SMILES: [CH3:1][c:2]1[cH:3][cH:4][c:5]([S:6]([O:7][CH:12]([CH2:13][O:14][CH2:15][c:16]2[cH:17][cH:18][cH:19][cH:20][cH:21]2)[CH2:22][CH2:23][S:24]([NH2:25])(=[O:26])=[O:27])(=[O:8])=[O:9])[cH:10][cH:11]1.[ClH:35].[K+:28].[K+:29].[O-:30][C:31]([O-:32])=[O:33].[O:36]=[CH:37][N:38]([CH3:39])[CH3:40].[OH2:34]>>[CH:12]1([CH2:13][O:14][CH2:15][c:16]2[cH:17][cH:18][cH:19][cH:20][cH:21]2)[CH2:22][CH2:23][S:24](=[O:26])(=[O:27])[NH:25]1. Starting materials: C(C)(C)(C)OC(N[C@H](C(=O)N(C)C)C(C)C)=O ((S)-tert-butyl(1-(dimethylamino)-3-methyl-1-oxobutan-2-yl)carbamate), solution, Cl (hydrochloric acid), O1CCOCC1 (dioxane). The product is N[C@H](C(=O)N(C)C)C(C)C ((S)-2-amino-N,N,3-trimethylbutanamide), Cl (HCl). RXN SMILES: C(OC(=O)[NH:7][C@@H:8]([CH:14]([CH3:16])[CH3:15])[C:9]([N:11]([CH3:13])[CH3:12])=[O:10])(C)(C)C.[ClH:18].O1CCOCC1>>[NH2:7][C@@H:8]([CH:14]([CH3:16])[CH3:15])[C:9]([N:11]([CH3:13])[CH3:12])=[O:10].[ClH:18]. Procedure details: In a 100 mL round bottom flask, (S)-tert-butyl(1-(dimethylamino)-3-methyl-1-oxobutan-2-yl)carbamate S2 (4.65 g, 19.3 mmol, 1.00 equiv.) is allowed to stir with a 4.0 M solution of hydrochloric acid in dioxane (28.9 mL, 116 mmol, 6.00 equiv.) for 1.5 h at 22° C. under air, after which the solution is purged with nitrogen for 30 min (removal of HCl gas) and the solvent is removed under reduced pressure to yield (S)-2-amino-N,N,3-trimethylbutanamide as HCl salt S3, which is used without purificatio... Starting materials: FC1=CC=C2C(=NNC2=C1)C1CCN(CC1)CCN (2-[4-(6-fluoro-1H-indazol-3-yl)-1-piperidinyl]ethylamine), CN(C)C=O (DMF), anhydride, C(Cl)Cl.CO (DCM MeOH). Reaction conditions: temperature 80 celsius. Yields the product FC=1C=C2C(C(=O)N(C2=O)CCN2CCC(CC2)C2=NNC3=CC(=CC=C23)F)=CC1 (4-fluoro-N-[2-[4-(6-fluoro-1H-indazol-3-yl)-1-piperidinyl]ethyl]phthalimide). As a reaction SMILES: [F:1][C:2]1[CH:10]=[C:9]2[C:5]([C:6]([CH:11]3[CH2:16][CH2:15][N:14]([CH2:17][CH2:18][NH2:19])[CH2:13][CH2:12]3)=[N:7][NH:8]2)=[CH:4][CH:3]=1.C(Cl)Cl.[CH3:23][OH:24].CN([CH:28]=[O:29])C>>[F:1][C:2]1[CH:3]=[C:4]2[C:28](=[O:29])[N:19]([CH2:18][CH2:17][N:14]3[CH2:13][CH2:12][CH:11]([C:6]4[C:5]5[C:9](=[CH:10][C:2]([F:1])=[CH:3][CH:4]=5)[NH:8][N:7]=4)[CH2:16][CH2:15]3)[C:23](=[O:24])[C:5]2=[CH:9][CH:10]=1 |f:1.2|. Procedure details: To a solution consisting of 2-[4-(6-fluoro-1H-indazol-3-yl)-1-piperidinyl]ethylamine (6.1 g, 23.2 mmol) in DMF (230 ml) was added 4-fluorophtahalic anhydride (4.2 g, 25.5 mmol) at room temperature, under nitrogen. The reaction mixture was warmed to 80° C. for 2.5 hours at which time it was allowed to cool to room temperature. The DMF was removed under reduced pressure (<0.5 mmHg, 55° C.) to give a brown oil which was dissolved into DCM/MeOH. Purification via flash column chromatography (silica g... The yield is 130.0%. Reactants: BrCc1ccccn1 (2Pyridyl), CC(C)(C)OC(=O)N1CCN(CC1)c2ccc(NC(=O)c3oc(cc3)c4ccc(Cl)cc4)cc2 (p-Cl Core). The product is Clc1ccc(cc1)c2oc(cc2)C(=O)N(Cc3ccccn3)c4ccc(cc4)N5CCNCC5 (MK2_Alk_06), CC(C)(C)OC(=O)N1CCN(CC1)c2ccc(NC(=O)c3oc(cc3)c4ccc(Cl)cc4)cc2 (p-Cl Core), CC(C)(C)OC(=O)N1CCN(CC1)c2ccc(NC(=O)c3oc(cc3)c4ccc(Cl)cc4)cc2 (MK2_Core_Cl). Solvent: COCCOCCOC (diglyme), CN(C)C=O (DMF), CN(C)C=O (DMF), CN(C)C=O (DMF). Run at temperature 23 celsius, time 20 hour. Reagents/catalysts: O=S(=O)(O)O (H2SO4), CCN=P(N=P(N(C)C)(N(C)C)N(C)C)(N(C)C)N(C)C (P2-Et). Reactants: CO, Cl, NC1(C(=O)O)CCCC1. The product is Cl, COC(=O)C1(N)CCCC1. RXN SMILES: [CH3:11][OH:12].[ClH:10].[NH2:1][C:2]1([C:7](=[O:8])[OH:9])[CH2:3][CH2:4][CH2:5][CH2:6]1>>[ClH:10].[NH2:1][C:2]1([C:7](=[O:8])[O:9][CH3:11])[CH2:3][CH2:4][CH2:5][CH2:6]1. Reactants: NC=1SC(=CC1C(=O)N)C1=CC=NC=C1 (2-amino-5-(pyridin-4-yl)thiophene-3-carboxamide), C1(=CC=C(C=C1)S(=O)(=O)O)C (p-toluenesulfonic acid), C1(CCCC1)=O (cyclopentan-1-one). Run in C1(=CC=CC=C1)C (toluene). Yields the product N1=CC=C(C=C1)C1=CC2=C(NC3(NC2=O)CCCC3)S1 (6′-(pyridin-4-yl)-1′H-spiro[cyclopentane-1,2′-thieno[2,3-d]pyrimidin]-4′(3′H)-one). Yield: 22.1%. Reaction SMILES: [NH2:1][C:2]1[S:3][C:4]([C:10]2[CH:15]=[CH:14][N:13]=[CH:12][CH:11]=2)=[CH:5][C:6]=1[C:7]([NH2:9])=[O:8].[C:16]1([CH3:26])[CH:21]=[CH:20][C:19](S(O)(=O)=O)=CC=1.C1(=O)CCCC1>C1(C)C=CC=CC=1>[N:13]1[CH:12]=[CH:11][C:10]([C:4]2[S:3][C:2]3[NH:1][C:19]4([CH2:20][CH2:21][CH2:16][CH2:26]4)[NH:9][C:7](=[O:8])[C:6]=3[CH:5]=2)=[CH:15][CH:14]=1. Procedure details: A mixture of 2-amino-5-(pyridin-4-yl)thiophene-3-carboxamide (300 mg, 1.29 mmol), p-toluenesulfonic acid (150 mg) and cyclopentan-1-one (10 mL) in toluene (30 mL) was heated to reflux for overnight. After removal of the solvent, the residue was purified by column chromatography on silica gel (MeOH: dichloromethane=1:9) to afford the crude title compound (90 mg), which was further purified by preparative TLC to give the title compound (55 mg, yield 15%) as a brown solid. Starting materials: CC(=O)O, O=[N+]([O-])O, O=C(O)c1ccc(O)cc1O. As a reaction SMILES: [C:16]([OH:17])(=[O:18])[CH3:19].[OH:1][N+:2]([O-:3])=[O:4].[OH:5][c:6]1[c:7]([C:8](=[O:9])[OH:10])[cH:11][cH:12][c:13]([OH:15])[cH:14]1>>[O-:1][N+:2](=[O:4])[c:12]1[cH:11][c:7]([C:8](=[O:9])[OH:10])[c:6]([OH:5])[cH:14][c:13]1[OH:15]. The product is O=C(O)c1cc([N+](=O)[O-])c(O)cc1O.